Dataset: the Open Reaction Database (ORD), a public repository of structured organic reaction records. Task: describe an organic reaction: reactants, conditions, products, and yield Reactants: CC(C)Br, O=C([O-])[O-], CN(C)C=O, CO, ClCCl, Fc1cccc(CNc2nc(F)nc3[nH]cnc23)c1, [K+], [K+]. The product is CC(C)n1cnc2c(NCc3cccc(F)c3)nc(F)nc21. RXN SMILES: [Br:26][CH:27]([CH3:28])[CH3:29].[C:20](=[O:21])([O-:22])[O-:23].[CH3:33][N:34]([CH3:35])[CH:36]=[O:37].[CH3:38][OH:39].[Cl:30][CH2:31][Cl:32].[F:1][c:2]1[cH:3][c:4]([CH2:5][NH:6][c:7]2[c:8]3[n:9][cH:10][nH:11][c:12]3[n:13][c:14]([F:16])[n:15]2)[cH:17][cH:18][cH:19]1.[K+:24].[K+:25]>>[F:1][c:2]1[cH:3][c:4]([CH2:5][NH:6][c:7]2[c:8]3[n:9][cH:10][n:11]([CH:27]([CH3:28])[CH3:29])[c:12]3[n:13][c:14]([F:16])[n:15]2)[cH:17][cH:18][cH:19]1. Reactants: ClC1=CC=C2C=C(NC2=C1N(S(=O)(=O)C=1SC=CC1)C)C(=O)OCC (ethyl 6-chloro-7-[methyl(2-thienylsulfonyl)amino]-1H-indole-2-carboxylate), [OH-].[Na+] (sodium hydroxide), O1CCCC1 (tetrahydrofuran). The solvent is CO (methanol). Conditions: temperature 60 celsius, time 2 hour. Product: ClC1=CC=C2C=C(NC2=C1N(S(=O)(=O)C=1SC=CC1)C)C(=O)O (6-chloro-7-[methyl(2-thienylsulfonyl)amino]-1H-indole-2-carboxylic acid). Yield: 100.3%. As a reaction SMILES: [Cl:1][C:2]1[C:10]([N:11]([CH3:20])[S:12]([C:15]2[S:16][CH:17]=[CH:18][CH:19]=2)(=[O:14])=[O:13])=[C:9]2[C:5]([CH:6]=[C:7]([C:21]([O:23]CC)=[O:22])[NH:8]2)=[CH:4][CH:3]=1.[OH-].[Na+].O1CCCC1>CO>[Cl:1][C:2]1[C:10]([N:11]([CH3:20])[S:12]([C:15]2[S:16][CH:17]=[CH:18][CH:19]=2)(=[O:14])=[O:13])=[C:9]2[C:5]([CH:6]=[C:7]([C:21]([OH:23])=[O:22])[NH:8]2)=[CH:4][CH:3]=1 |f:1.2|. Procedure details: A mixture of ethyl 6-chloro-7-[methyl(2-thienylsulfonyl)amino]-1H-indole-2-carboxylate (0.74 g), 4N aqueous sodium hydroxide solution (1.2 ml), tetrahydrofuran (6 ml) and methanol (4 ml) was stirred at 60° C. for 2 hr. The reaction mixture was concentrated, and acidified with 10% aqueous citric acid solution, and the resulting crystals were collected by filtration, washed with water, and dried to give the title compound (0.69 g, quantitative) as colorless crystals. melting point 286-288° C. The reactants are N1CCC(CC1)N1C(NC2=C1C=CC=C2)=O (1-(4-piperidinyl)-1,3-dihydro-2H-benzimidazol-2-one), [N+](=O)([O-])C1=C(OCC2OC2)C=CC=C1 (2-[(2-nitrophenoxy)methyl]oxirane), C(=O)[O-].[NH4+] (ammonium formiate). Reagents/catalysts: [Pd] (Pd—C). The solvent is CCO (EtOH). Yields the product NC1=C(OCC(CN2CCC(CC2)N2C(NC3=C2C=CC=C3)=O)O)C=CC=C1 (1-{1-[3-(2-Aminophenoxy)-2-hydroxypropyl]-4-piperidinyl}-1,3-dihydro-2H-benzimidazol-2-one). RXN SMILES: [NH:1]1[CH2:6][CH2:5][CH:4]([N:7]2[C:11]3[CH:12]=[CH:13][CH:14]=[CH:15][C:10]=3[NH:9][C:8]2=[O:16])[CH2:3][CH2:2]1.[N+:17]([C:20]1[CH:30]=[CH:29][CH:28]=[CH:27][C:21]=1[O:22][CH2:23][CH:24]1[CH2:26][O:25]1)([O-])=O.C([O-])=O.[NH4+]>CCO.[Pd]>[NH2:17][C:20]1[CH:30]=[CH:29][CH:28]=[CH:27][C:21]=1[O:22][CH2:23][CH:24]([OH:25])[CH2:26][N:1]1[CH2:2][CH2:3][CH:4]([N:7]2[C:11]3[CH:12]=[CH:13][CH:14]=[CH:15][C:10]=3[NH:9][C:8]2=[O:16])[CH2:5][CH2:6]1 |f:2.3|. Reported procedure: A solution of 1-(4-piperidinyl)-1,3-dihydro-2H-benzimidazol-2-one (0.434 g, 2.0 mmol), 2-[(2-nitrophenoxy)methyl]oxirane (0.390 g g, 2.0 mmol) in EtOH (95%, 3 ml, was stirred for 2 hours at 78° C. The reaction mixture was cooled and Pd—C (5%, 0.20 g) was added. Then ammonium formiate (1.26 g, 20 mmol) was added in portions during 5 min. After 90 min the reaction mixture was filtered through Celite, concentrated, partioned between dichloromethane and ammonium hydoxide (25%) and purified on silica... The reactants are FC1=CC=C(C=N1)C=1C=CC=2N(N1)C(=NN2)COC2=CC=NC1=CC(=CC=C21)OC (4-((6-(6-fluoropyridin-3-yl)-[1,2,4]triazolo[4,3-b]pyridazin-3-yl)methoxy)-7-methoxyquinoline), NC1CN(CC1)C(=O)OC(C)(C)C (tert-butyl 3-aminopyrrolidine-1-carboxylate), CS(=O)C (DMSO). Solvent: O (Water). Run at time 1 hour. Product: COC1=CC=C2C(=CC=NC2=C1)OCC1=NN=C2N1N=C(C=C2)C=2C=CC(=NC2)NC2CN(CC2)C(=O)OC(C)(C)C (tert-butyl 3-(5-(3-((7-methoxyquinolin-4-yloxy)methyl)-[1,2,4]triazolo[4,3-b]pyridazin-6-yl)pyridin-2-ylamino)pyrrolidine-1-carboxylate). RXN SMILES: F[C:2]1[N:7]=[CH:6][C:5]([C:8]2[CH:9]=[CH:10][C:11]3[N:12]([C:14]([CH2:17][O:18][C:19]4[C:28]5[C:23](=[CH:24][C:25]([O:29][CH3:30])=[CH:26][CH:27]=5)[N:22]=[CH:21][CH:20]=4)=[N:15][N:16]=3)[N:13]=2)=[CH:4][CH:3]=1.[NH2:31][CH:32]1[CH2:36][CH2:35][N:34]([C:37]([O:39][C:40]([CH3:43])([CH3:42])[CH3:41])=[O:38])[CH2:33]1.CS(C)=O>O>[CH3:30][O:29][C:25]1[CH:24]=[C:23]2[C:28]([C:19]([O:18][CH2:17][C:14]3[N:12]4[N:13]=[C:8]([C:5]5[CH:4]=[CH:3][C:2]([NH:31][CH:32]6[CH2:36][CH2:35][N:34]([C:37]([O:39][C:40]([CH3:43])([CH3:42])[CH3:41])=[O:38])[CH2:33]6)=[N:7][CH:6]=5)[CH:9]=[CH:10][C:11]4=[N:16][N:15]=3)=[CH:20][CH:21]=[N:22]2)=[CH:27][CH:26]=1. Procedure details: A 0.5-2 mL microwave vial was charged with 4-((6-(6-fluoropyridin-3-yl)-[1,2,4]triazolo[4,3-b]pyridazin-3-yl)methoxy)-7-methoxyquinoline (0.100 g, 0.249 mmol), tert-butyl 3-aminopyrrolidine-1-carboxylate (0.116 g, 0.622 mmol), and DMSO (4.00 ml, 56.4 mmol), sealed and placed in a Personal Chemistry microwave for 1 hour at 100° C. and then 30 minutes at 120° C. Water was added slowly to the reaction mixture until a precipitate formed. The solid was collected and purified by MPLC using a 40 g Redi... Starting materials: CN(CC(=O)OC(C)(C)C)c1cncc(-c2nc(=O)c3ccccc3s2)n1, CC(C)OC(C)C, O=C(O)C(F)(F)F. The product is CN(CC(=O)O)c1cncc(-c2nc(=O)c3ccccc3s2)n1. Reaction SMILES: [CH3:1][N:2]([c:3]1[n:4][c:5](-[c:9]2[s:10][c:11]3[c:12]([c:13](=[O:15])[n:14]2)[cH:16][cH:17][cH:18][cH:19]3)[cH:6][n:7][cH:8]1)[CH2:20][C:21](=[O:22])[O:23][C:24]([CH3:25])([CH3:26])[CH3:27].[CH:28]([O:29][CH:30]([CH3:31])[CH3:32])([CH3:33])[CH3:34].[OH:35][C:36]([C:37]([F:38])([F:39])[F:40])=[O:41]>>[CH3:1][N:2]([c:3]1[n:4][c:5](-[c:9]2[s:10][c:11]3[c:12]([c:13](=[O:15])[n:14]2)[cH:16][cH:17][cH:18][cH:19]3)[cH:6][n:7][cH:8]1)[CH2:20][C:21](=[O:22])[OH:23]. Starting materials: CCc1cnc(N(CCc2csc(SC(C)(C)C(=O)OC(C)(C)C)n2)Cc2cccc(Br)c2)nc1, ClCCl, O=C(O)C(F)(F)F. Product: CCc1cnc(N(CCc2csc(SC(C)(C)C(=O)O)n2)Cc2cccc(Br)c2)nc1. RXN SMILES: [C:1]([CH3:2])([CH3:3])([CH3:4])[O:5][C:6]([C:7]([CH3:8])([CH3:9])[S:10][c:11]1[s:12][cH:13][c:14]([CH2:16][CH2:17][N:18]([c:19]2[n:20][cH:21][c:22]([CH2:25][CH3:26])[cH:23][n:24]2)[CH2:27][c:28]2[cH:29][c:30]([Br:34])[cH:31][cH:32][cH:33]2)[n:15]1)=[O:35].[Cl:43][CH2:44][Cl:45].[OH:36][C:37]([C:38]([F:39])([F:40])[F:41])=[O:42]>>[O:5]=[C:6]([C:7]([CH3:8])([CH3:9])[S:10][c:11]1[s:12][cH:13][c:14]([CH2:16][CH2:17][N:18]([c:19]2[n:20][cH:21][c:22]([CH2:25][CH3:26])[cH:23][n:24]2)[CH2:27][c:28]2[cH:29][c:30]([Br:34])[cH:31][cH:32][cH:33]2)[n:15]1)[OH:35]. As a reaction SMILES: [Cl:1][C:2]1[CH:7]=[CH:6][C:5]([Cl:8])=[CH:4][C:3]=1[C:9]([C:12]1[CH:21]=[CH:20][C:15]([C:16]([O:18][CH3:19])=[O:17])=[CH:14][CH:13]=1)(O)[CH3:10].[SiH](CC)(CC)CC.C(O)(C(F)(F)F)=O>C(Cl)Cl>[Cl:1][C:2]1[CH:7]=[CH:6][C:5]([Cl:8])=[CH:4][C:3]=1[CH:9]([C:12]1[CH:13]=[CH:14][C:15]([C:16]([O:18][CH3:19])=[O:17])=[CH:20][CH:21]=1)[CH3:10]. Procedure details: To the intermediate from Step A (75 mg, 0.23 mmol) in a screw cap tube was added DCM (2 mL), Et3SiH (0.4 mL) and TFA (0.4 mL). The closed tube was then heated at 75° C. for 1.5 hours. The solution was cooled and concentrated. To the residue, which is a mixture of the title compound and methyl 4-[1-(2,5-dichlorophenyl)vinyl]benzoate (1/1), was added DCM (4 mL) and PtO2 (15 mg). The solution was stirred under a hydrogen atmosphere (balloon) for 3 hours. The hydrogen was purged and the solution fil... Solvent: C(Cl)Cl (DCM). Starting materials: [SiH](CC)(CC)CC (Et3SiH), C(=O)(C(F)(F)F)O (TFA), ClC1=C(C=C(C=C1)Cl)C(C)(O)C1=CC=C(C(=O)OC)C=C1 (Methyl 4-[1-(2,5-dichlorophenyl)-1-hydroxyethyl]benzoate). Conditions: temperature 75 celsius, time 3 hour. Yields the product ClC1=C(C=C(C=C1)Cl)C(C)C1=CC=C(C(=O)OC)C=C1 (Methyl 4-[1-(2,5-dichlorophenyl)ethyl]benzoate).